This data is from the Open Reaction Database (ORD), a public repository of structured organic reaction records. The task is: describe an organic reaction: reactants, conditions, products, and yield The reactants are BrCCCCCCOCCCCc1ccccc1, O=C([O-])[O-], CN(C)C=O, [K+], [K+], O, COc1ccc(C=O)cc1O. The product is COc1ccc(C=O)cc1OCCCCCCOCCCCc1ccccc1. Reaction SMILES: [Br:18][CH2:19][CH2:20][CH2:21][CH2:22][CH2:23][CH2:24][O:25][CH2:26][CH2:27][CH2:28][CH2:29][c:30]1[cH:31][cH:32][cH:33][cH:34][cH:35]1.[C:12](=[O:13])([O-:14])[O-:15].[CH3:37][N:38]([CH3:39])[CH:40]=[O:41].[K+:16].[K+:17].[OH2:36].[OH:1][c:2]1[cH:3][c:4]([CH:5]=[O:6])[cH:7][cH:8][c:9]1[O:10][CH3:11]>>[O:1]([c:2]1[cH:3][c:4]([CH:5]=[O:6])[cH:7][cH:8][c:9]1[O:10][CH3:11])[CH2:19][CH2:20][CH2:21][CH2:22][CH2:23][CH2:24][O:25][CH2:26][CH2:27][CH2:28][CH2:29][c:30]1[cH:31][cH:32][cH:33][cH:34][cH:35]1. Starting materials: N[C@@H](C(=O)N1[C@H](CN([C@@H](C1)C)C(CC1=CC2=CC=CC=C2C=C1)=O)CCCNC(=N)N)CC1=CC2=CC=CC=C2C=C1 (N-{3-[1-(2(R)-Amino-3-naphthalen-2-yl-propionyl)-5(R)-methyl-4-(2-naphthalen-2-yl-acetyl)-piperazin-2(S)-yl]-propyl}-guanidine), N[C@H](CC1=CC=C2C=CC=CC2=C1)C(=O)O (D-2-Nal). Yields the product N(C(=N)N)CCC[C@@H]1N(C[C@H](N(C1)C(CC1=CC2=CC=CC=C2C=C1)=O)C)C([C@@H](CC1=CC2=CC=CC=C2C=C1)NC(C)=O)=O (N-{2-[2(S)-(3-Guanidino-propyl)-5(R)-methyl-4-(2-naphthalen-2-yl-acetyl)-piperazin-1-yl]-1 (R)-naphthalen-2-ylmethyl-2-oxo-ethyl}-acetamide). As a reaction SMILES: [NH2:1][C@H:2]([CH2:32][C:33]1[CH:42]=[CH:41][C:40]2[C:35](=[CH:36][CH:37]=[CH:38][CH:39]=2)[CH:34]=1)[C:3]([N:5]1[CH2:10][C@@H:9]([CH3:11])[N:8]([C:12](=[O:24])[CH2:13][C:14]2[CH:23]=[CH:22][C:21]3[C:16](=[CH:17][CH:18]=[CH:19][CH:20]=3)[CH:15]=2)[CH2:7][C@@H:6]1[CH2:25][CH2:26][CH2:27][NH:28][C:29]([NH2:31])=[NH:30])=[O:4].N[C@@H:44]([C:56](O)=[O:57])CC1C=C2C(C=CC=C2)=CC=1>>[NH:28]([CH2:27][CH2:26][CH2:25][C@H:6]1[CH2:7][N:8]([C:12](=[O:24])[CH2:13][C:14]2[CH:23]=[CH:22][C:21]3[C:16](=[CH:17][CH:18]=[CH:19][CH:20]=3)[CH:15]=2)[C@H:9]([CH3:11])[CH2:10][N:5]1[C:3](=[O:4])[C@H:2]([NH:1][C:56](=[O:57])[CH3:44])[CH2:32][C:33]1[CH:42]=[CH:41][C:40]2[C:35](=[CH:36][CH:37]=[CH:38][CH:39]=2)[CH:34]=1)[C:29]([NH2:31])=[NH:30]. Reported procedure: The following compound was synthesized by the method of Scheme 6. The compound of Example 38 was treated by the method of Example 36 to introduce an acetyl group at the amino group of the D-2-Nal residue. It was tested as described above with the results shown. The mass was analyzed as 607.7 (M+H). Reactants: CN1CCC(CC1)NCC1=CC(=CC(=C1)F)Br (1-methyl-4-(N-(3-bromo-5-fluorophenyl)methylamino)piperidine), C(C1=CC=CC=C1)(C1=CC=CC=C1)=N (benzophenone imine), CC(C)([O-])C.[Na+] (sodium t-butoxide), C1(=CC=CC=C1)C (toluene). The reagents and catalysts are C1(=CC=CC=C1)P(C1=C(C2=CC=CC=C2C=C1)C1=C(C=CC2=CC=CC=C12)P(C1=CC=CC=C1)C1=CC=CC=C1)C1=CC=CC=C1 (2,2′-bis(diphenylphosphino)-1,1′-binaphthyl), C=1C=CC(=CC1)/C=C/C(=O)/C=C/C2=CC=CC=C2.C=1C=CC(=CC1)/C=C/C(=O)/C=C/C2=CC=CC=C2.C=1C=CC(=CC1)/C=C/C(=O)/C=C/C2=CC=CC=C2.[Pd].[Pd] (Pd2(dba)3). The solvent is C(C)(=O)OCC (ethyl acetate). Run at temperature 80 celsius, time 10 minute. The product is CN1CCC(CC1)NCC1=CC(=CC(=C1)F)N (1-Methyl-4-(N-(3-amino-5-fluorophenyl)methylamino)piperidine). Yield: 85.8%. Reaction SMILES: [CH3:1][N:2]1[CH2:7][CH2:6][CH:5]([NH:8][CH2:9][C:10]2[CH:15]=[C:14]([F:16])[CH:13]=[C:12](Br)[CH:11]=2)[CH2:4][CH2:3]1.C(=[NH:31])(C1C=CC=CC=1)C1C=CC=CC=1.CC(C)([O-])C.[Na+].C1(C)C=CC=CC=1>C(OCC)(=O)C.C1C=CC(/C=C/C(/C=C/C2C=CC=CC=2)=O)=CC=1.C1C=CC(/C=C/C(/C=C/C2C=CC=CC=2)=O)=CC=1.C1C=CC(/C=C/C(/C=C/C2C=CC=CC=2)=O)=CC=1.[Pd].[Pd].C1(P(C2C=CC=CC=2)C2C=CC3C(=CC=CC=3)C=2C2C3C(=CC=CC=3)C=CC=2P(C2C=CC=CC=2)C2C=CC=CC=2)C=CC=CC=1>[CH3:1][N:2]1[CH2:7][CH2:6][CH:5]([NH:8][CH2:9][C:10]2[CH:15]=[C:14]([F:16])[CH:13]=[C:12]([NH2:31])[CH:11]=2)[CH2:4][CH2:3]1 |f:2.3,6.7.8.9.10|. Procedure: Combine 1-methyl-4-(N-(3-bromo-5-fluorophenyl)methylamino)piperidine (Preparation 30, 2.90 g, 9.63 mmol), benzophenone imine (1.94 mL, 11.55 mmol), 2,2′-bis(diphenylphosphino)-1,1′-binaphthyl (0.24 g, 0.39 mmol), sodium t-butoxide (1.26 g, 13.48 mmol), and toluene (60 mL), stir and heat to 80° C. After 10 minutes, add Pd2(dba)3 (0.17 g, 0.19 mmol). After 3 hr at 80° C., cool to ambient temperature. Dilute with ethyl acetate (100 mL)and wash with water (50 mL). Separate organic layer, dry over so... Starting materials: CC1=C(SC(=C1)N1C(N(CC1)CCOC1=CC=CC=C1)=O)C(=O)O (3-methyl-5-(2-oxo-3-(2-phenoxyethyl)imidazolidin-1-yl)thiophene-2-carboxylic acid), FC1=CC=C(CN2C(N(CC2)C2=CC(=C(S2)C(=O)O)C)=O)C=C1 (5-(3-(4-fluorobenzyl)-2-oxoimidazolidin-1-yl)-3-methylthiophene-2-carboxylic acid), C(C(=O)O)(=O)O.C1(=CC=CC=C1)C1=NN=C(O1)CN ((5-phenyl-1,3,4-oxadiazol-2-yl)methanamine oxalate). The product is FC1=CC=C(CN2C(N(CC2)C2=CC(=C(S2)C(=O)NCC=2OC(=NN2)C2=CC=CC=C2)C)=O)C=C1 (5-(3-(4-fluorobenzyl)-2-oxoimidazolidin-1-yl)-3-methyl-N-((5-phenyl-1,3,4-oxadiazol-2-yl)methyl)thiophene-2-carboxamide). The yield is 67.0%. Reaction SMILES: CC1C=C(N2CCN(CCOC3C=CC=CC=3)C2=O)SC=1C(O)=O.[F:25][C:26]1[CH:47]=[CH:46][C:29]([CH2:30][N:31]2[CH2:35][CH2:34][N:33]([C:36]3[S:40][C:39]([C:41](O)=[O:42])=[C:38]([CH3:44])[CH:37]=3)[C:32]2=[O:45])=[CH:28][CH:27]=1.C(O)(=O)C(O)=O.[C:54]1([C:60]2[O:64][C:63]([CH2:65][NH2:66])=[N:62][N:61]=2)[CH:59]=[CH:58][CH:57]=[CH:56][CH:55]=1>>[F:25][C:26]1[CH:47]=[CH:46][C:29]([CH2:30][N:31]2[CH2:35][CH2:34][N:33]([C:36]3[S:40][C:39]([C:41]([NH:66][CH2:65][C:63]4[O:64][C:60]([C:54]5[CH:55]=[CH:56][CH:57]=[CH:58][CH:59]=5)=[N:61][N:62]=4)=[O:42])=[C:38]([CH3:44])[CH:37]=3)[C:32]2=[O:45])=[CH:28][CH:27]=1 |f:2.3|. Procedure details: Following the procedures as described in Example 55, making variations as required to replace 3-methyl-5-(2-oxo-3-(2-phenoxyethyl)imidazolidin-1-yl)thiophene-2-carboxylic acid with 5-(3-(4-fluorobenzyl)-2-oxoimidazolidin-1-yl)-3-methylthiophene-2-carboxylic acid to react with (5-phenyl-1,3,4-oxadiazol-2-yl)methanamine oxalate, the title compound was obtained as a colorless solid in 67% yield: 1H NMR (300 MHz, CDCl3) δ 8.06-8.01 (m, 2H), 7.55-7.45 (m, 3H), 7.30-7.24 (m, 2H), 7.07-6.98 (m, 2H), 6.... Reactants: [OH-].[Na+] (sodium hydroxide), C(C1=CC=CC=C1)OCCBr (benzyl(2-bromoethyl)ether), C(C)C1=CC=C(C=C1)CC=1C(=NNC1C)O[C@H]1[C@H](OC(C)=O)[C@@H](OC(C)=O)[C@H](OC(C)=O)[C@H](O1)COC(C)=O (4-[(4-ethylphenyl)methyl]-5-methyl-3-(2,3,4,6-tetra-O-acetyl-β-D-glucopyranosyloxy)-1H-pyrazole), C([O-])([O-])=O.[Cs+].[Cs+] (cesium carbonate). Yields the product C(C1=CC=CC=C1)OCCN1N=C(C(=C1C)CC1=CC=C(C=C1)CC)O[C@H]1[C@H](O)[C@@H](O)[C@H](O)[C@H](O1)CO (1-(2-benzyloxyethyl)-4-[(4-ethylphenyl)methyl]-3-(β-D-glucopyranosyloxy)-5-methyl-1H-pyrazole). Run in CO (methanol), C(C)#N (acetonitrile), O (Water). Reported procedure: To a suspension of 4-[(4-ethylphenyl)methyl]-5-methyl-3-(2,3,4,6-tetra-O-acetyl-β-D-glucopyranosyloxy)-1H-pyrazole (0.030 g) and cesium carbonate (0.091 g) in acetonitrile (0.4 mL) was added benzyl(2-bromoethyl)ether (0.035 mL), and the mixture was stirred at 80° C. for 30 minutes. After cooling to room temperature, the reaction mixture was further stirred overnight. To the reaction mixture were added methanol (0.4 mL) and 2 mol/L aqueous sodium hydroxide solution (0.55 mL), and the mixture was ... RXN SMILES: [CH2:1]([C:3]1[CH:8]=[CH:7][C:6]([CH2:9][C:10]2[C:11]([O:16][C@@H:17]3[O:34][C@H:33]([CH2:35][O:36]C(=O)C)[C@@H:28]([O:29]C(=O)C)[C@H:23]([O:24]C(=O)C)[C@H:18]3[O:19]C(=O)C)=[N:12][NH:13][C:14]=2[CH3:15])=[CH:5][CH:4]=1)[CH3:2].C(=O)([O-])[O-].[Cs+].[Cs+].[CH2:46]([O:53][CH2:54][CH2:55]Br)[C:47]1[CH:52]=[CH:51][CH:50]=[CH:49][CH:48]=1.[OH-].[Na+]>C(#N)C.O.CO>[CH2:46]([O:53][CH2:54][CH2:55][N:13]1[C:14]([CH3:15])=[C:10]([CH2:9][C:6]2[CH:5]=[CH:4][C:3]([CH2:1][CH3:2])=[CH:8][CH:7]=2)[C:11]([O:16][C@@H:17]2[O:34][C@H:33]([CH2:35][OH:36])[C@@H:28]([OH:29])[C@H:23]([OH:24])[C@H:18]2[OH:19])=[N:12]1)[C:47]1[CH:52]=[CH:51][CH:50]=[CH:49][CH:48]=1 |f:1.2.3,5.6|. Run at temperature 80 celsius, time 30 minute. Reactants: COc1ccccc1CN(C)C(=O)C(Cc1ccccc1)N(CC=O)C(=O)OC(C)(C)C, Cl, NC(CC(=O)O)Cc1c[nH]c2ccccc12. Product: COc1ccccc1CN(C)C(=O)C(Cc1ccccc1)N(CCNC(CC(=O)O)Cc1c[nH]c2ccccc12)C(=O)OC(C)(C)C. As a reaction SMILES: [CH3:1][O:2][c:3]1[c:4]([CH2:5][N:6]([C:7]([CH:8]([CH2:9][c:10]2[cH:11][cH:12][cH:13][cH:14][cH:15]2)[N:16]([C:17](=[O:18])[O:19][C:20]([CH3:21])([CH3:22])[CH3:23])[CH2:24][CH:25]=[O:26])=[O:27])[CH3:28])[cH:29][cH:30][cH:31][cH:32]1.[ClH:33].[nH:34]1[cH:35][c:36]([CH2:43][CH:44]([CH2:45][C:46](=[O:47])[OH:48])[NH2:49])[c:37]2[cH:38][cH:39][cH:40][cH:41][c:42]12>>[CH3:1][O:2][c:3]1[c:4]([CH2:5][N:6]([C:7]([CH:8]([CH2:9][c:10]2[cH:11][cH:12][cH:13][cH:14][cH:15]2)[N:16]([C:17](=[O:18])[O:19][C:20]([CH3:21])([CH3:22])[CH3:23])[CH2:24][CH2:25][NH:49][CH:44]([CH2:43][c:36]2[cH:35][nH:34][c:42]3[c:37]2[cH:38][cH:39][cH:40][cH:41]3)[CH2:45][C:46](=[O:47])[OH:48])=[O:27])[CH3:28])[cH:29][cH:30][cH:31][cH:32]1.